This data is from the Open Reaction Database (ORD), a public repository of structured organic reaction records. The task is: describe an organic reaction: reactants, conditions, products, and yield The reactants are N#N (N2), [N+](=O)([O-])C=1C=C(C=CC1)B(O)O (3-nitrophenylboronic acid), C(=O)([O-])[O-].[Na+].[Na+] (Na2CO3), COC(CC=1SC(=CC1)Br)=O ((5-bromo-thiophen-2-yl)-acetic acid methyl ester). Reagents/catalysts: [Pd].C1(=CC=CC=C1)P(C1=CC=CC=C1)C1=CC=CC=C1.C1(=CC=CC=C1)P(C1=CC=CC=C1)C1=CC=CC=C1.C1(=CC=CC=C1)P(C1=CC=CC=C1)C1=CC=CC=C1.C1(=CC=CC=C1)P(C1=CC=CC=C1)C1=CC=CC=C1 (Tetrakis-(triphenylphosphine)-palladium(0)). Solvent: C1(=CC=CC=C1)C (toluene), CCO (EtOH). Reaction conditions: temperature 100 celsius, time 18 hour. Yields the product COC(CC=1SC(=CC1)C1=CC(=CC=C1)[N+](=O)[O-])=O ([5-(3-nitro-phenyl)-thiophen-2-yl]acetic acid methyl ester). The yield is 58.4%. RXN SMILES: N#N.[CH3:3][O:4][C:5](=[O:13])[CH2:6][C:7]1[S:8][C:9](Br)=[CH:10][CH:11]=1.[N+:14]([C:17]1[CH:18]=[C:19](B(O)O)[CH:20]=[CH:21][CH:22]=1)([O-:16])=[O:15].C([O-])([O-])=O.[Na+].[Na+]>C1(C)C=CC=CC=1.CCO.[Pd].C1(P(C2C=CC=CC=2)C2C=CC=CC=2)C=CC=CC=1.C1(P(C2C=CC=CC=2)C2C=CC=CC=2)C=CC=CC=1.C1(P(C2C=CC=CC=2)C2C=CC=CC=2)C=CC=CC=1.C1(P(C2C=CC=CC=2)C2C=CC=CC=2)C=CC=CC=1>[CH3:3][O:4][C:5](=[O:13])[CH2:6][C:7]1[S:8][C:9]([C:21]2[CH:20]=[CH:19][CH:18]=[C:17]([N+:14]([O-:16])=[O:15])[CH:22]=2)=[CH:10][CH:11]=1 |f:3.4.5,8.9.10.11.12|. Reported procedure: FR544 (The following reaction is carried out in an N2 atmosphere.) Dissolve Tetrakis-(triphenylphosphine)-palladium(0) (1.12 g, 0.97 mmol) and ester (43) (4.57 g, 19.44 mmol) in toluene (200 mL) and EtOH (20.0 mL), degas the reaction mixture carefully (5 times) and flush with N2. Add 3-nitrophenylboronic acid (3.57 g, 21.38 mmol) and a 3 M aqueous Na2CO3 solution (18.1 mL, 54.3 mmol), degas the reaction mixture again carefully (5 times) and flush with N2. Stir the mixture for 18 h at 100° C. Par...